This data is from the Open Reaction Database (ORD), a public repository of structured organic reaction records. The task is: describe an organic reaction: reactants, conditions, products, and yield Product: O=C1CC2(CCOCC2)Oc2cccnc21. Reaction SMILES: [CH3:18][c:19]1[cH:20][cH:21][cH:22][cH:23][cH:24]1.[O:11]1[CH2:12][CH2:13][C:14](=[O:17])[CH2:15][CH2:16]1.[OH:1][c:2]1[c:3]([C:8]([CH3:9])=[O:10])[n:4][cH:5][cH:6][cH:7]1>>[O:1]1[c:2]2[c:3]([n:4][cH:5][cH:6][cH:7]2)[C:8](=[O:10])[CH2:9][C:14]12[CH2:13][CH2:12][O:11][CH2:16][CH2:15]2. The reactants are Cc1ccccc1, O=C1CCOCC1, CC(=O)c1ncccc1O.